Dataset: the Open Reaction Database (ORD), a public repository of structured organic reaction records. Task: describe an organic reaction: reactants, conditions, products, and yield Reactants: [BH4-], CC(=O)c1ccc(NC(=O)c2cccc(S(=O)(=O)N3CCCCC3)c2)cc1, CCO, [Cl-], [NH4+], [Na+]. The product is CC(O)c1ccc(NC(=O)c2cccc(S(=O)(=O)N3CCCCC3)c2)cc1. RXN SMILES: [BH4-:1].[C:3]([CH3:4])(=[O:5])[c:6]1[cH:7][cH:8][c:9]([NH:12][C:13]([c:14]2[cH:15][c:16]([S:20](=[O:21])(=[O:22])[N:23]3[CH2:24][CH2:25][CH2:26][CH2:27][CH2:28]3)[cH:17][cH:18][cH:19]2)=[O:29])[cH:10][cH:11]1.[CH3:32][CH2:33][OH:34].[Cl-:30].[NH4+:31].[Na+:2]>>[CH:3]([CH3:4])([OH:5])[c:6]1[cH:7][cH:8][c:9]([NH:12][C:13]([c:14]2[cH:15][c:16]([S:20](=[O:21])(=[O:22])[N:23]3[CH2:24][CH2:25][CH2:26][CH2:27][CH2:28]3)[cH:17][cH:18][cH:19]2)=[O:29])[cH:10][cH:11]1. The reactants are C1(=CC=CC=C1)C(C#N)(CCBr)C1=CC=CC=C1 (2,2-diphenyl-4-bromobutyronitrile), ClC1=CC=C(C=C1)C1(CCNCC1)O (4-(4-chlorophenyl)piperidin-4-ol), [I-].[K+] (potassium iodide), [OH-].[K+] (potassium hydroxide). Solvent: C(C)OCC (ethyl ether), O (water). Run at temperature 30 celsius, time 4.5 hour. The product is Cl.C1(=CC=CC=C1)C(C#N)(CCN1CCC(CC1)(O)C1=CC=C(C=C1)Cl)C1=CC=CC=C1 (2,2-diphenyl-4-[4-(4-chlorophenyl)-4-hydroxypiperidino]butyronitrile hydrochloride). Isolated yield 90.7%. As a reaction SMILES: [Cl:1][C:2]1[CH:7]=[CH:6][C:5]([C:8]2([OH:14])[CH2:13][CH2:12][NH:11][CH2:10][CH2:9]2)=[CH:4][CH:3]=1.[I-].[K+].[OH-].[K+].[C:19]1([C:25]([C:31]2[CH:36]=[CH:35][CH:34]=[CH:33][CH:32]=2)([CH2:28][CH2:29]Br)[C:26]#[N:27])[CH:24]=[CH:23][CH:22]=[CH:21][CH:20]=1>C(OCC)C.O>[ClH:1].[C:31]1([C:25]([C:19]2[CH:20]=[CH:21][CH:22]=[CH:23][CH:24]=2)([CH2:28][CH2:29][N:11]2[CH2:10][CH2:9][C:8]([C:5]3[CH:6]=[CH:7][C:2]([Cl:1])=[CH:3][CH:4]=3)([OH:14])[CH2:13][CH2:12]2)[C:26]#[N:27])[CH:32]=[CH:33][CH:34]=[CH:35][CH:36]=1 |f:1.2,3.4,8.9|. Procedure details: A solution of 4.87 parts of 4-(4-chlorophenyl)piperidin-4-ol and 1.91 parts of potassium iodide in 25 parts of deionized water is heated and stirred under a nitrogen atmosphere. When the temperature reaches about 30° - 35° C., 1.65 parts of potassium hydroxide is added. The heating is continued to a temperature of about 45° - 55° C., at which time 7.51 parts of 2,2-diphenyl-4-bromobutyronitrile is added. The temperature is raised to reflux and maintained thereat for 4.5 hours. After cooling to a... Yields the product CCCCCC=CCC=CCC=CCCCCC(=O)OCCCO. RXN SMILES: [C:1]([CH2:2][CH2:3][CH2:4][CH2:5][CH:6]=[CH:7][CH2:8][CH:9]=[CH:10][CH2:11][CH:12]=[CH:13][CH2:14][CH2:15][CH2:16][CH2:17][CH3:18])(=[O:19])[OH:20].[CH2:26]1[CH2:27][CH2:28][CH:29]([N:30]=[C:31]=[N:32][CH:33]2[CH2:34][CH2:35][CH2:36][CH2:37][CH2:38]2)[CH2:39][CH2:40]1.[CH2:41]([Cl:42])[Cl:43].[CH3:44][N:45]([c:46]1[cH:47][cH:48][n:49][cH:50][cH:51]1)[CH3:52].[OH:21][CH2:22][CH2:23][CH2:24][OH:25]>>[C:1]([CH2:2][CH2:3][CH2:4][CH2:5][CH:6]=[CH:7][CH2:8][CH:9]=[CH:10][CH2:11][CH:12]=[CH:13][CH2:14][CH2:15][CH2:16][CH2:17][CH3:18])(=[O:19])[O:20][CH2:24][CH2:23][CH2:22][OH:21]. Reactants: CCCCCC=CCC=CCC=CCCCCC(=O)O, C(=NC1CCCCC1)=NC1CCCCC1, ClCCl, CN(C)c1ccncc1, OCCCO. The reactants are COC(C)(C)OC (dimethoxypropane), [C@H]1([C@@H](O)[C@@H](O)[C@H](O)[C@H](O1)CO)OC1=C(C=CC=C1)C1=CC=C(C(=O)O)C=C1 (4-(2-(α-D-mannopyranosyloxy) phenyl)benzoic acid), O.C1(=CC=C(C=C1)S(=O)(=O)O)C (p-toluenesulfonic acid monohydrate). Run in CC(=O)C (Acetone). Conditions: time 45 minute. The product is C(C1=CC=CC=C1)(=O)O (benzoic acid). Yield: 400.8%. RXN SMILES: COC(OC)(C)C.[C@H]1(OC2C=CC=CC=2[C:26]2[CH:34]=[CH:33][C:29]([C:30]([OH:32])=[O:31])=[CH:28][CH:27]=2)O[C@H](CO)[C@@H](O)[C@H](O)[C@@H]1O.O.C1(C)C=CC(S(O)(=O)=O)=CC=1>CC(C)=O>[C:30]([OH:32])(=[O:31])[C:29]1[CH:33]=[CH:34][CH:26]=[CH:27][CH:28]=1 |f:2.3|. Procedure: Acetone (5.6 ml) and dimethoxypropane (5.6 ml) were added to 4-(2-(α-D-mannopyranosyloxy) phenyl)benzoic acid (0.54 g, 1.43 mmol) to form a heterogeneous mixture. A catalytic amount of p-toluenesulfonic acid monohydrate was introduced and the reaction was stirred at room temperature for 45 minutes, at which point a clear, homogeneous solution was obtained. The solvent was removed in vacuo and the yellow oily residue taken up in ethyl acetate, washed with saturated sodium bicarbonate then saturat... Starting materials: ClCC1=C(N=C(S1)C1=CC=C(C=C1)C(F)(F)F)C (5-chloromethyl-4-methyl-2-(4-trifluoromethyl-phenyl)-thiazole), C([O-])([O-])=O.[Cs+].[Cs+] (cesium carbonate), [I-].[K+] (potassium iodide), COC([C@H](CC1=C(C=C(C=C1C)O)C)OCC)=O ((2S)-2-ethoxy-3-(4-hydroxy-2,6-dimethyl-phenyl)-propionic acid methyl ester). Yields the product COC([C@H](CC1=C(C=C(C=C1C)OCC1=C(N=C(S1)C1=CC=C(C=C1)C(F)(F)F)C)C)OCC)=O ((S)-3-{2,6-dimethyl-4-[4-methyl-2-(4-trifluoromethyl-phenyl)-thiazol-5-ylmethoxy]-phenyl}-2-ethoxy-propionic acid methyl ester). RXN SMILES: [CH3:1][O:2][C:3](=[O:18])[C@@H:4]([O:15][CH2:16][CH3:17])[CH2:5][C:6]1[C:11]([CH3:12])=[CH:10][C:9]([OH:13])=[CH:8][C:7]=1[CH3:14].Cl[CH2:20][C:21]1[S:25][C:24]([C:26]2[CH:31]=[CH:30][C:29]([C:32]([F:35])([F:34])[F:33])=[CH:28][CH:27]=2)=[N:23][C:22]=1[CH3:36].C(=O)([O-])[O-].[Cs+].[Cs+].[I-].[K+]>>[CH3:1][O:2][C:3](=[O:18])[C@@H:4]([O:15][CH2:16][CH3:17])[CH2:5][C:6]1[C:11]([CH3:12])=[CH:10][C:9]([O:13][CH2:20][C:21]2[S:25][C:24]([C:26]3[CH:27]=[CH:28][C:29]([C:32]([F:35])([F:33])[F:34])=[CH:30][CH:31]=3)=[N:23][C:22]=2[CH3:36])=[CH:8][C:7]=1[CH3:14] |f:2.3.4,5.6|. Procedure details: In analogy to the procedure described in example 14 b], (2S)-2-ethoxy-3-(4-hydroxy-2,6-dimethyl-phenyl)-propionic acid methyl ester (example 103 e]) was reacted with 5-chloromethyl-4-methyl-2-(4-trifluoromethyl-phenyl)-thiazole [PCT Int. Appl. (2002), WO 0292590 A1] in the presence of cesium carbonate and potassium iodide to yield (S)-3-{2,6-dimethyl-4-[4-methyl-2-(4-trifluoromethyl-phenyl)-thiazol-5-ylmethoxy]-phenyl}-2-ethoxy-propionic acid methyl ester as yellow oil.